Dataset: the Open Reaction Database (ORD), a public repository of structured organic reaction records. Task: describe an organic reaction: reactants, conditions, products, and yield RXN SMILES: I[C:2]1[C:8]2[CH:9]=[CH:10][CH:11]=[CH:12][C:7]=2[C:6](=[O:13])[C:5]2[CH:14]=[CH:15][CH:16]=[CH:17][C:4]=2[C:3]=1[N+:18]([O-:20])=[O:19]>N1C=CC=CC=1>[N+:18]([C:3]1[C:4]2[CH:17]=[CH:16][CH:15]=[CH:14][C:5]=2[C:6](=[O:13])[C:7]2[CH:12]=[CH:11][CH:10]=[CH:9][C:8]=2[CH:2]=1)([O-:20])=[O:19]. Starting materials: IC1=C(C2=C(C(C3=C1C=CC=C3)=O)C=CC=C2)[N+](=O)[O-] (10-iodo-11-nitro-5H-dibenzo[a,d]cyclohepten-5-one). Procedure: Initially 10-iodo-11-nitro-5H-dibenzo[a,d]cyclohepten-5-one is contacted with pyridine to form 10-nitro-5H-dibenzo[a,d]cyclohepten-5-one. This compound is reduced to 10,11-dihydro-10-hydroximino-5H-dibenzo[a,d]cyclohepten-5-one employing a solution of stannous chloride in concentrated hydrochloric acid and tetrahydrofuran generally at 0°-50° C. for 2-16 hours. The product is [N+](=O)([O-])C1=CC2=C(C(C3=C1C=CC=C3)=O)C=CC=C2 (10-nitro-5H-dibenzo[a,d]cyclohepten-5-one). The solvent is N1=CC=CC=C1 (pyridine). Starting materials: COC1=CCC2C(=O)CCC2C1, CC(C)C[AlH]CC(C)C, CO, CCOCC, [Na+], [Na+], O=S(=O)([O-])[O-]. Product: COC1=CCC2C(O)CCC2C1. RXN SMILES: [CH3:10][O:11][C:12]1=[CH:20][CH2:19][CH:18]2[CH:14]([CH2:13]1)[CH2:15][CH2:16][C:17]2=[O:21].[CH3:1][CH:2]([CH2:3][AlH:4][CH2:5][CH:6]([CH3:7])[CH3:8])[CH3:9].[CH3:22][OH:23].[CH3:31][CH2:32][O:33][CH2:34][CH3:35].[Na+:24].[Na+:25].[O-:26][S:27](=[O:28])(=[O:29])[O-:30]>>[CH3:10][O:11][C:12]1=[CH:20][CH2:19][CH:18]2[CH:14]([CH2:13]1)[CH2:15][CH2:16][CH:17]2[OH:21]. The reactants are [OH-].[Na+] (sodium hydroxide), ClC1=CC=C(C=C1)NC#N (p-chlorophenylcyanamide), CNC(CCl)=O (N-methylchloroacetamide). The solvent is O (water). Conditions: time 48 hour. Product: ClC1=CC=C(C=C1)N1C(N(C(C1)=O)C)=N (1-(p-Chlorophenyl)-2-imino-3-methyl-4-oxoimidazolidine). RXN SMILES: [OH-:1].[Na+].[Cl:3][C:4]1[CH:9]=[CH:8][C:7]([NH:10][C:11]#[N:12])=[CH:6][CH:5]=1.[CH3:13][NH:14][C:15](=O)[CH2:16]Cl>O>[Cl:3][C:4]1[CH:9]=[CH:8][C:7]([N:10]2[CH2:16][C:15](=[O:1])[N:14]([CH3:13])[C:11]2=[NH:12])=[CH:6][CH:5]=1 |f:0.1|. Procedure details: In 25 ml. of water containing 0.84 g. of sodium hydroxide was dissolved in 3.2 g. of p-chlorophenylcyanamide. To the clear solution was added 2.25 g. of N-methylchloroacetamide. The reaction mixture was stirred for 48 hours at room temperature. The precipitate was filtered to yield 1.9 g. of product, m.p. 182°-184° C. After the initial product was filtered, the filtrate was left stirring another three days. An additional 1.2 g. of product precipitated from solution. Total yield of product was 3.... Reactants: C(C)(=O)NC1=C(N(C2=CC(=CC=C12)Cl)C(=O)OCC)C(=O)C=1SC=CC1 (3-acetylamino-6-chloro-1-(ethoxycarbonyl)-2-(thiophene-2-carbonyl)indole), [K+].[Br-] (KBr). The product is C(C)(=O)NC1=C(NC2=CC(=CC=C12)Cl)C(=O)C=1SC=CC1 (3-Acetylamino-6-chloro-2-(thiophene-2-carbonyl)indole). As a reaction SMILES: [C:1]([NH:4][C:5]1[C:13]2[C:8](=[CH:9][C:10]([Cl:14])=[CH:11][CH:12]=2)[N:7](C(OCC)=O)[C:6]=1[C:20]([C:22]1[S:23][CH:24]=[CH:25][CH:26]=1)=[O:21])(=[O:3])[CH3:2].[K+].[Br-]>>[C:1]([NH:4][C:5]1[C:13]2[C:8](=[CH:9][C:10]([Cl:14])=[CH:11][CH:12]=2)[NH:7][C:6]=1[C:20]([C:22]1[S:23][CH:24]=[CH:25][CH:26]=1)=[O:21])(=[O:3])[CH3:2] |f:1.2|. Procedure details: The title compound was prepared according to the procedure described in step 2 of Example 2 (Method A) from 3-acetylamino-6-chloro-1-(ethoxycarbonyl)-2-(thiophene-2-carbonyl)indole (step2). m.p.: 228-231° C. 1H-NMR (CDCl3) δ: 10.10 (1H, br s), 8.40 (1H, br s), 8.25 (1H, d, J=9.2 Hz), 7.86 (1H, dd, J=1.1, 3.7 Hz), 7.77 (1H, dd, J=1.1, 5.1 Hz), 7.34 (1H, d, J=1.8 Hz), 7.27 (1H, dd, 3.7, 5.1 Hz), 7.12 (1H, dd, J=1.8, 8.8 Hz), 2.29 (3H, m) IR (KBr) ν: 1660, 1560, 1440, 1325, 1250 cm−1 Starting materials: FC1=CC=C(CCN2C=C(C3=CC(=CC=C23)Cl)CCNC)C=C1 (2-(1-(4-fluorophenethyl)-5-chloro-1H-indol-3-yl)-N-methylethanamine), C=O (formaldehyde), C(=O)(C(F)(F)F)O (TFA). Solvent: C(C)#N (acetonitrile). Run at temperature 25 celsius, time 17.5 minute. The product is FC1=CC=C(CCN2C3=C(C4=CC(=CC=C24)Cl)CCN(C3)C)C=C1 (9-(4-fluorophenethyl)-6-chloro-2,3,4,9-tetrahydro-2-methyl-1H-pyrido[3,4-b]indole), product. Reaction SMILES: [F:1][C:2]1[CH:23]=[CH:22][C:5]([CH2:6][CH2:7][N:8]2[C:16]3[C:11](=[CH:12][C:13]([Cl:17])=[CH:14][CH:15]=3)[C:10]([CH2:18][CH2:19][NH:20][CH3:21])=[CH:9]2)=[CH:4][CH:3]=1.[C:24](O)(C(F)(F)F)=O.C=O>C(#N)C>[F:1][C:2]1[CH:3]=[CH:4][C:5]([CH2:6][CH2:7][N:8]2[C:16]3[C:11](=[CH:12][C:13]([Cl:17])=[CH:14][CH:15]=3)[C:10]3[CH2:18][CH2:19][N:20]([CH3:24])[CH2:21][C:9]2=3)=[CH:22][CH:23]=1. Reported procedure: The title compound was prepared by General Method 4. 2-(1-(4-fluorophenethyl)-5-chloro-1H-indol-3-yl)-N-methylethanamine (600 mg) was dissolved in acetonitrile (10 mL) containing 5% TFA and the reaction mixture was heated to reflux. 37% aqueous formaldehyde (0.17 mL) was added and the reflux was continued for 15-20 min. The reaction mixture was cooled to 25° C., concentrated under reduced pressure and partitioned between ethyl acetate and satd. Aqueous NaHCO3. The organic layer was dried over so...